This data is from the Open Reaction Database (ORD), a public repository of structured organic reaction records. The task is: describe an organic reaction: reactants, conditions, products, and yield Starting materials: [Al+3], ClCCCl, CC(=O)Cl, [Cl-], [Cl-], [Cl-], Cl, O=S(=O)(NC1Cc2ccccc2C1)c1ccccc1. Product: CC(=O)c1ccc2c(c1)CC(NS(=O)(=O)c1ccccc1)C2. Reaction SMILES: [Al+3:2].[CH2:29]([Cl:30])[CH2:31][Cl:32].[CH3:5][C:6]([Cl:7])=[O:8].[Cl-:1].[Cl-:3].[Cl-:4].[ClH:28].[c:9]1([S:15](=[O:16])(=[O:17])[NH:18][CH:19]2[CH2:20][c:21]3[cH:22][cH:23][cH:24][cH:25][c:26]3[CH2:27]2)[cH:10][cH:11][cH:12][cH:13][cH:14]1>>[CH3:5][C:6](=[O:8])[c:23]1[cH:22][c:21]2[c:26]([cH:25][cH:24]1)[CH2:27][CH:19]([NH:18][S:15]([c:9]1[cH:10][cH:11][cH:12][cH:13][cH:14]1)(=[O:16])=[O:17])[CH2:20]2. Reactants: O=C([O-])[O-], COCCOc1cc(C=CC(=O)OC)c([N+](=O)[O-])cc1Cl, CO, [Na+], [Na+], Cl[Sn]Cl. The product is COCCOc1cc(C=CC(=O)OC)c(N)cc1Cl. RXN SMILES: [C:25](=[O:26])([O-:27])[O-:28].[CH3:1][O:2][C:3]([CH:4]=[CH:5][c:6]1[c:7]([N+:18]([O-:19])=[O:20])[cH:8][c:9]([Cl:17])[c:10]([O:12][CH2:13][CH2:14][O:15][CH3:16])[cH:11]1)=[O:21].[CH3:31][OH:32].[Na+:29].[Na+:30].[Sn:22]([Cl:23])[Cl:24]>>[CH3:1][O:2][C:3]([CH:4]=[CH:5][c:6]1[c:7]([NH2:18])[cH:8][c:9]([Cl:17])[c:10]([O:12][CH2:13][CH2:14][O:15][CH3:16])[cH:11]1)=[O:21].